From a dataset of the Open Reaction Database (ORD), a public repository of structured organic reaction records. describe an organic reaction: reactants, conditions, products, and yield The reactants are [Al+3], CCOCC, COC(=O)c1cn(Cc2ccc(OCc3nc(-c4ccccc4)oc3C)cc2)cc1-c1ccccc1, [H-], [H-], [H-], [H-], [Li+], C1CCOC1, O. Yields the product Cc1oc(-c2ccccc2)nc1COc1ccc(Cn2cc(CO)c(-c3ccccc3)c2)cc1. RXN SMILES: [Al+3:2].[CH3:43][CH2:44][O:45][CH2:46][CH3:47].[CH3:7][c:8]1[c:9]([CH2:19][O:20][c:21]2[cH:22][cH:23][c:24]([CH2:25][n:26]3[cH:27][c:28]([C:37](=[O:38])[O:39][CH3:40])[c:29](-[c:31]4[cH:32][cH:33][cH:34][cH:35][cH:36]4)[cH:30]3)[cH:41][cH:42]2)[n:10][c:11](-[c:13]2[cH:14][cH:15][cH:16][cH:17][cH:18]2)[o:12]1.[H-:1].[H-:4].[H-:5].[H-:6].[Li+:3].[O:48]1[CH2:49][CH2:50][CH2:51][CH2:52]1.[OH2:53]>>[CH3:7][c:8]1[c:9]([CH2:19][O:20][c:21]2[cH:22][cH:23][c:24]([CH2:25][n:26]3[cH:27][c:28]([CH2:37][OH:38])[c:29](-[c:31]4[cH:32][cH:33][cH:34][cH:35][cH:36]4)[cH:30]3)[cH:41][cH:42]2)[n:10][c:11](-[c:13]2[cH:14][cH:15][cH:16][cH:17][cH:18]2)[o:12]1. Reactants: (1R,2R)-(−)-1,2-cyclohexanediamino-N,N′-bis(3,5-di-tbutylsalicylidene)cobalt, C(C)(=O)O (acetic acid), epoxide, C1=CC(=CC(=C1)Cl)C(=O)OO (mCPBA), FC(C(F)F)(OCC(CC1CO1)O)F (5-(1,1,2,2-Tetrafluoroethoxy)-4-hydroxy-1,2-epoxypentane), epoxide, C(=C)[Mg]Br (vinyl magnesium bromide), O (water). The solvent is C1CCOC1 (THF). Run at temperature 0 celsius, time 24 hour. The product is O1C[C@H]1CCCC ((R)-1,2-Epoxyhexane), O1CC1CCCC (racemic 1,2-epoxyhexane). RXN SMILES: C([Mg]Br)=C.[CH:5]1[CH:10]=[C:9](Cl)C=[C:7]([C:12]([O:14]O)=O)[CH:6]=1.FC(F)(OCC(O)CC1OC1)C(F)F.C(O)(=O)C.O>C1COCC1>[O:14]1[C@H:7]([CH2:6][CH2:5][CH2:10][CH3:9])[CH2:12]1.[O:14]1[CH:7]([CH2:6][CH2:5][CH2:10][CH3:9])[CH2:12]1. Procedure details: (R)-1,2-Epoxyhexane was prepared as reported by Jacobsen and coworkers (Schaus, et al., J. Am. Chem. Soc. 2002, 124, 1307-1315). Ring opening of the optically pure epoxide by vinyl magnesium bromide followed by epoxidation with mCPBA were performed in an analogous manner as 6h to give a 1:1 mixture of diastereomers. The diastereomers were resolved using Jacobsen HKR conditions. The epoxide (2.67 g, 18.5 mmol) was diluted in 2.5 mL THF. To this solution was added (1R,2R)-(−)-1,2-cyclohexanediamin... Reactants: C(C)(=O)C1=CC=C(C(=C1NC(=O)C=1SC=C(N1)C1CC1)Cl)OC (N-(6-acetyl-2-chloro-3-methoxyphenyl)-4-cyclopropylthiazole-2-carboxamide), C(C)(C)C=1N=C(SC1)C1=NC2=CC(=CC=C2C(=C1)O)OC (2-(4-isopropylthiazol-2-yl)-7-methoxyquinolin-4-ol). The product is ClC=1C(=CC=C2C(=CC(=NC12)C=1SC=C(N1)C1CC1)O)OC (8-chloro-7-methoxy-2-(4-cyclopropylthiazol-2-yl)quinolin-4-ol). The yield is 84.0%. RXN SMILES: [C:1]([C:4]1[C:9]([NH:10][C:11]([C:13]2[S:14][CH:15]=[C:16]([CH:18]3[CH2:20][CH2:19]3)[N:17]=2)=O)=[C:8]([Cl:21])[C:7]([O:22][CH3:23])=[CH:6][CH:5]=1)(=[O:3])[CH3:2].C(C1N=C(C2C=C(O)C3C(=CC(OC)=CC=3)N=2)SC=1)(C)C>>[Cl:21][C:8]1[C:7]([O:22][CH3:23])=[CH:6][CH:5]=[C:4]2[C:9]=1[N:10]=[C:11]([C:13]1[S:14][CH:15]=[C:16]([CH:18]3[CH2:20][CH2:19]3)[N:17]=1)[CH:2]=[C:1]2[OH:3]. Procedure: Compound 269a was synthesized from compound 268a (3.50 g, 1 eq) as an orange solid in 84% yield, following the procedure as described for compound 218a (80° C. overnight). 1H NMR (CDCl3, 400 MHz): δ (ppm) 1.04-1.07 (m, 4H), 2.13-2.18 (m, 1H), 4.06 (s, 3H), 6.75 (s, 1H), 7.06 (d, J=9.10 Hz, 1H), 7.09 (s, 1H), 8.27 (d, J=9.10 Hz, 1H), 9.92 (br s, 1H); MS (ESI, EI+): m/z=333.13 (MH+). Reactants: CC=1C(=CC(=CC1)N=C=O)N=C=O (tolylene diisocyanate), C1CO1 (ethylene oxide), C1C(CC)O1 (butene oxide), C(C)(C)(C)C1=CC(=CC(=C1O)C(C)(C)C)C (2,6-di-t-butyl-p-cresol), [N-]=C=O (isocyanate), SCCC[Si](OC)(OC)OC (γ-mercaptopropyltrimethoxy silane), C(C=C)(=O)OCCO (hydroxyethyl acrylate). Yields the product C(C=C)(=O)O.NC(=O)OCC (urethane acrylate). RXN SMILES: CC1C(N=C=O)=CC([N:8]=[C:9]=[O:10])=CC=1.C1OC1.C1OC1CC.C(C1[C:31]([OH:32])=[C:30](C(C)(C)C)C=C(C)C=1)(C)(C)C.SCCC[Si](OC)(OC)OC.[C:49]([O:53]CCO)(=[O:52])[CH:50]=[CH2:51].[N-]=C=O>>[C:49]([OH:53])(=[O:52])[CH:50]=[CH2:51].[NH2:8][C:9]([O:32][CH2:31][CH3:30])=[O:10] |f:7.8|. Procedure details: Into a reaction vessel equipped with a stirrer were charged 3.0 parts of tolylene diisocyanate, 50.5 parts of a ring-opening copolymer from ethylene oxide and butene oxide, having a number average molecular weight of 4,000, and 0.01 part of 2,6-di-t-butyl-p-cresol, as a polymerization inhibitor. The mixture was cooled with ice to a temperature of below 10° C., while stirring. When the temperature was lower than 10° C., 0.04 part of dibutyltindilaurate was added and the mixture was stirred for 2 ... Reactants: FC=1C(=C(C=CC1)F)F.[Li] (lithium trifluorobenzene), [Li]CCCC (n-BuLi), C1CCOC1 (THF), C1CCOC1 (THF), FC1=C(C=C(C=C1)F)F (1,2,4-trifluorobenzene), C(C)(C)NC(C)C (diisopropylamine), CC(=O)O (AcOH). Run in O (water). Reaction conditions: temperature -42.5 celsius, time 30 minute. The product is CC(=O)C(=O)C (2,3-butadione), OC(C(C)=O)(C)C1=C(C(=CC=C1F)F)F (3-Hydroxy-3-(2,3,6-trifluorophenyl)butan-2-one). Isolated yield 98.0%. Reaction SMILES: [F:1][C:2]1[CH:7]=[CH:6][C:5]([F:8])=[CH:4][C:3]=1[F:9].C(NC(C)C)(C)C.[Li]CCCC.FC1C(F)=C(F)C=CC=1.[Li].[CH3:32][C:33]([OH:35])=O.C1C[O:39][CH2:38][CH2:37]1>O>[CH3:37][C:38]([C:33]([CH3:32])=[O:35])=[O:39].[OH:35][C:33]([C:4]1[C:5]([F:8])=[CH:6][CH:7]=[C:2]([F:1])[C:3]=1[F:9])([CH3:32])[C:38](=[O:39])[CH3:37] |f:3.4,^1:30|. Procedure: To a solution of 1,2,4-trifluorobenzene (29, 49.00 g, 371 mmol) and diisopropylamine (4.23 mL, 29.7 mmol) in THF (750 mL) at −70° C. was slowly added 2.5 M of n-BuLi (156.0 ml, 390 mmol) to maintain temperature between −45 to −40° C. The batch was agitated for 30 min. To another flask, a solution of 2,3-butadione (37.7 mL, 427 mmol) in THF (150 mL) was prepared and cooled to −70° C. The previously prepared lithium trifluorobenzene solution was transferred to the second flask between −70 to −45° ...